Task: describe an organic reaction: reactants, conditions, products, and yield. Dataset: the Open Reaction Database (ORD), a public repository of structured organic reaction records Starting materials: [H-].[Na+] (sodium hydride), [N+](=O)([O-])C1=C(C(C#N)=CC=C1)C#N (3-nitrophthalonitrile), sodium alcoholate, sodium alcoholate, CN(C=O)C (N,N-dimethylformamide), CC(C)C(CC(=C)C)O (2,5-dimethyl-5-hexene-3-ol), CN(C=O)C (N,N-dimethylformamide). Run in C1(=CC=CC=C1)C (toluene), O (water). Conditions: time 1 hour. The product is CC(C)C(CC(=C)C)OC1=C(C(C#N)=CC=C1)C#N (3-(2,5-dimethyl-5-hexene-3-oxy)phthalonitrile). The yield is 85.9%. RXN SMILES: [H-].[Na+].CN(C)C=O.[CH3:8][CH:9]([CH:11]([OH:16])[CH2:12][C:13]([CH3:15])=[CH2:14])[CH3:10].[N+]([C:20]1[CH:27]=[CH:26][CH:25]=[C:22]([C:23]#[N:24])[C:21]=1[C:28]#[N:29])([O-])=O>C1(C)C=CC=CC=1.O>[CH3:8][CH:9]([CH:11]([O:16][C:20]1[CH:27]=[CH:26][CH:25]=[C:22]([C:23]#[N:24])[C:21]=1[C:28]#[N:29])[CH2:12][C:13]([CH3:15])=[CH2:14])[CH3:10] |f:0.1|. Procedure: 9.6 g (0.24 mol) of 60% sodium hydride and 150 ml of N,N-dimethylformamide were placed in a container equipped with a stirrer, a reflux condenser and a nitrogen-introducing tube, and the solution was then stirred under the feed of nitrogen. Afterward, 32 g (0.25 mol) of 2,5-dimethyl-5-hexene-3-ol was added dropwise thereto at 20°-30° C. over 1 hour, and the solution was then stirred at the same temperature for 3 hours to prepare a sodium alcoholate solution. Next, 34.6 g (0.2 mol) of 3-nitrophth... Starting materials: [H][H] (hydrogen), [Al](CC)(CC)Cl (Et2AlCl), CCCCCCC (heptane). Conditions: time 10 hour. Product: C=CCCCCCC (1-octene), C=CCCCCC=C (1,7-octadiene). Reaction SMILES: [Al](Cl)([CH2:4][CH3:5])[CH2:2]C.[H][H].[CH3:9][CH2:10][CH2:11][CH2:12][CH2:13][CH2:14][CH3:15]>>[CH2:9]=[CH:10][CH2:11][CH2:12][CH2:13][CH2:14][CH2:4][CH3:5].[CH2:9]=[CH:10][CH2:11][CH2:12][CH2:13][CH2:14][CH:15]=[CH2:2]. Reported procedure: A solution of 81.5 grams (0.966 mole) 1-octene and 5.61 grams (0.0509 mole) 1,7-octadiene (molar charge ratio 95:5) in 450 grams of heptane was polymerized with Et2AlCl (16 millimoles) and AATiCl3 (4 millimoles) at 50° C. for 10 hours. During the course of the reaction, hydrogen was bubbled through the reaction mixture. The conversion of the polymer was 52 percent, inherent viscosity was 1.9 dl/gram. The composition of monomers in the copolymer was 97:3 mole ratio from NMR analysis. Reactants: COCCOC, Clc1ncnc2ccccc12, CCOC(=O)CC1CNc2ccccc21. The product is CCOC(=O)CC1CN(c2ncnc3ccccc23)c2ccccc21. Reaction SMILES: [CH3:27][O:28][CH2:29][CH2:30][O:31][CH3:32].[Cl:1][c:2]1[n:3][cH:4][n:5][c:6]2[cH:7][cH:8][cH:9][cH:10][c:11]12.[NH:12]1[CH2:13][CH:14]([CH2:21][C:22](=[O:23])[O:24][CH2:25][CH3:26])[c:15]2[cH:16][cH:17][cH:18][cH:19][c:20]21>>[c:2]1([N:12]2[CH2:13][CH:14]([CH2:21][C:22](=[O:23])[O:24][CH2:25][CH3:26])[c:15]3[cH:16][cH:17][cH:18][cH:19][c:20]32)[n:3][cH:4][n:5][c:6]2[cH:7][cH:8][cH:9][cH:10][c:11]12. The reactants are ClC1=CC(=C(C=2N=C(OC21)CC)[N+](=O)[O-])F (7-Chloro-2-ethyl-5-fluoro-4-nitrobenzoxazole), ClC1=CC(=CC=2N=C(OC21)CC)F (7-Chloro-2-ethyl-5-fluorobenzoxazole), S(O)(O)(=O)=O (sulfuric acid), [N+](=O)(O)[O-] (nitric acid). Reaction conditions: time 2 hour. Yields the product NC1=C(C=C(C2=C1N=C(O2)CC)Cl)F (4-Amino-7-chloro-2-ethyl-5-fluorobenzoxazole), ClC1=C(C(=CC=2N=C(OC21)CC)F)[N+](=O)[O-] (7-chloro-2-ethyl-5-fluoro-6-nitrobenzoxazole). As a reaction SMILES: [Cl:1][C:2]1[C:10]2[O:9][C:8]([CH2:11][CH3:12])=[N:7][C:6]=2[C:5]([N+:13]([O-])=O)=[C:4]([F:16])[CH:3]=1.[Cl:17][C:18]1[C:26]2[O:25][C:24]([CH2:27][CH3:28])=[N:23][C:22]=2[CH:21]=[C:20]([F:29])[CH:19]=1.S(=O)(=O)(O)O.[N+:35]([O-])([OH:37])=[O:36]>>[NH2:13][C:5]1[C:6]2[N:7]=[C:8]([CH2:11][CH3:12])[O:9][C:10]=2[C:2]([Cl:1])=[CH:3][C:4]=1[F:16].[Cl:17][C:18]1[C:26]2[O:25][C:24]([CH2:27][CH3:28])=[N:23][C:22]=2[CH:21]=[C:20]([F:29])[C:19]=1[N+:35]([O-:37])=[O:36]. Procedure: Step 4 Preparation of 7-Chloro-2-ethyl-5-fluoro-4-nitrobenzoxazole as an Intermediate 7-Chloro-2-ethyl-5-fluorobenzoxazole (0.9 g) was slowly added to a mixture of sulfuric acid (9 ml) and nitric acid (0.6 ml) at −40° C. The dryice-acetone bath was removed and the mixture stirred for 2 hours. Ice-water was added and the mixture was extracted with ether. The organic phase was dried over anhydrous sodium sulfate and concentrated to an oil under reduced pressure. The residue was purified by column ... Procedure: Compound 56 (0.45 g, 0.55 mmol) was dissolved in mixture of TFA (15 ml) and water (5 ml). The solution was stirred under argon for 1 h, then concentrated, co-evaporated 2 times with water to remove residual TFA and chromatographed on silica eluting with a gradient (5-7%) of MeOH in dichloromethane to yield nucleoside 57 (0.140 g, 75% yield) as a white solid. 1H NMR (DMSO-d6): δ7.95-7.92 (m, 2H), 7.80-7.74 (m, 2H), 7.57 (t, J=7.7 Hz, 2H), 4.96-4.86 (m, 1H), 4.81 (d, J=5.1 Hz, 1H), 4.62 (t, J=4.0,... The reactants are C(C1=CC=CC=C1)(=O)N1C(N(C=C(C1=O)C)[C@@H]1[C@@H]([C@H](CC1)O[Si](C1=CC=CC=C1)(C1=CC=CC=C1)C(C)(C)C)COC(C1=CC=CC=C1)(C1=CC=CC=C1)C1=CC=CC=C1)=O (3-Benzoyl-1-((1S,2R,3S)-3-((tert-butyldiphenylsilyl)oxy)-2-((trityloxy)methyl)cyclopentyl)-5-methylpyrimidine-2,4(1H,3H)-dione). Yield: 73.9%. Reaction SMILES: [C:1]([N:9]1[C:14](=[O:15])[C:13]([CH3:16])=[CH:12][N:11]([C@H:17]2[CH2:21][CH2:20][C@H:19]([O:22][Si](C(C)(C)C)(C3C=CC=CC=3)C3C=CC=CC=3)[C@H:18]2[CH2:40][O:41]C(C2C=CC=CC=2)(C2C=CC=CC=2)C2C=CC=CC=2)[C:10]1=[O:61])(=[O:8])[C:2]1[CH:7]=[CH:6][CH:5]=[CH:4][CH:3]=1>C(O)(C(F)(F)F)=O.O>[C:1]([N:9]1[C:14](=[O:15])[C:13]([CH3:16])=[CH:12][N:11]([C@H:17]2[CH2:21][CH2:20][C@H:19]([OH:22])[C@H:18]2[CH2:40][OH:41])[C:10]1=[O:61])(=[O:8])[C:2]1[CH:7]=[CH:6][CH:5]=[CH:4][CH:3]=1. Reaction conditions: time 1 hour. The product is C(C1=CC=CC=C1)(=O)N1C(N(C=C(C1=O)C)[C@@H]1[C@@H]([C@H](CC1)O)CO)=O (3-Benzoyl-1-((1S,2R,3S)-3-hydroxy-2-(hydroxymethyl)cyclopentyl)-5-methylpyrimidine-2,4(1H,3H)-dione). Run in C(=O)(C(F)(F)F)O (TFA), O (water).